From a dataset of the Open Reaction Database (ORD), a public repository of structured organic reaction records. describe an organic reaction: reactants, conditions, products, and yield Reactants: O=C(c1ccc(O)cc1)c1ccc(F)cc1, [I-], I, [K+], [NH4+], [OH-], O. The product is O=C(c1ccc(F)cc1)c1ccc(O)c(I)c1. As a reaction SMILES: [F:1][c:2]1[cH:3][cH:4][c:5]([C:8](=[O:9])[c:10]2[cH:11][cH:12][c:13]([OH:16])[cH:14][cH:15]2)[cH:6][cH:7]1.[I-:18].[I:19].[K+:17].[NH4+:20].[OH-:21].[OH2:22]>>[F:1][c:2]1[cH:3][cH:4][c:5]([C:8](=[O:9])[c:10]2[cH:11][c:12]([I:18])[c:13]([OH:16])[cH:14][cH:15]2)[cH:6][cH:7]1. Starting materials: Cl (hydrochloric acid), ClC1=CC=C(C=C1)S(=O)(=O)O (4-chlorobenzenesulfonic acid), ClC1=CC=CC=C1 (chlorobenzene), ClS(=O)(=O)O (chlorosulfonic acid), ClC1=CC=CC=C1 (chlorobenzene). Run in O (water). Run at time 3 hour. The product is C1=CC(=CC=C1S(=O)(=O)C2=CC=C(C=C2)Cl)Cl (4,4'-dichlorodiphenylsulfone). Yield: 60.0%. Reaction SMILES: [Cl:1][C:2]1[CH:7]=[CH:6][C:5]([S:8]([OH:11])(=[O:10])=O)=[CH:4][CH:3]=1.[Cl:12][C:13]1[CH:18]=[CH:17][CH:16]=[CH:15][CH:14]=1.ClS(O)(=O)=O.Cl>O>[CH:6]1[C:5]([S:8]([C:16]2[CH:17]=[CH:18][C:13]([Cl:12])=[CH:14][CH:15]=2)(=[O:10])=[O:11])=[CH:4][CH:3]=[C:2]([Cl:1])[CH:7]=1. Reported procedure: A 211 g (1.1 moles) quantity of 4-chlorobenzenesulfonic acid was added to 112 g (1 mole) of chlorobenzene and the mixture was cooled with water while 123 g (1.1 moles) of chlorosulfonic acid was added to the mixture at about 10° to about 20° C. over a period of 1 hour. After the addition, the reaction mixture was stirred for 3 hours while being maintained at 20° to 30° C. The hydrochloric acid gas evolved during the reaction was continuously removed from the reaction system. After the terminatio... Reported procedure: Prepared from 6-bromo-3,3-dimethyl-2,3-dihydro-pyrrolo[3,2-b]pyridine-1-carboxylic acid tert-butyl ester and cyclobutanecarboxylic acid methoxy-methyl-amide using a procedure analogous to that of Preparation 263. MS: [M+H]+=331. As a reaction SMILES: [C:1]([O:5][C:6]([N:8]1[C:16]2[C:11](=[N:12][CH:13]=[C:14](Br)[CH:15]=2)[C:10]([CH3:19])([CH3:18])[CH2:9]1)=[O:7])([CH3:4])([CH3:3])[CH3:2].CON(C)[C:23]([CH:25]1[CH2:28][CH2:27][CH2:26]1)=[O:24]>>[C:1]([O:5][C:6]([N:8]1[C:16]2[C:11](=[N:12][CH:13]=[C:14]([C:23]([CH:25]3[CH2:28][CH2:27][CH2:26]3)=[O:24])[CH:15]=2)[C:10]([CH3:19])([CH3:18])[CH2:9]1)=[O:7])([CH3:4])([CH3:3])[CH3:2]. The reactants are C(C)(C)(C)OC(=O)N1CC(C2=NC=C(C=C21)Br)(C)C (6-bromo-3,3-dimethyl-2,3-dihydro-pyrrolo[3,2-b]pyridine-1-carboxylic acid tert-butyl ester), CON(C(=O)C1CCC1)C (cyclobutanecarboxylic acid methoxy-methyl-amide). Product: C(C)(C)(C)OC(=O)N1CC(C2=NC=C(C=C21)C(=O)C2CCC2)(C)C (6-Cyclobutanecarbonyl-3,3-dimethyl-2,3-dihydro-pyrrolo[3,2-b]pyridine-1-carboxylic acid tert-butyl ester). The reactants are OC1=CC=C(C=C1)CC(=O)OCC1=CC=CC=C1 (benzyl 4-hydroxy-phenylacetate), C([O-])([O-])=O.[K+].[K+] (potassium carbonate), BrCC(=O)OC (methyl bromoacetate). Run in CN(C=O)C (dimethylformamide). Run at temperature 80 celsius, time 8 hour. The product is COC(=O)COC1=CC=C(C=C1)CC(=O)OCC1=CC=CC=C1 (Benzyl 4-methoxycarbonylmethyloxy-phenylacetate). Reaction SMILES: [OH:1][C:2]1[CH:7]=[CH:6][C:5]([CH2:8][C:9]([O:11][CH2:12][C:13]2[CH:18]=[CH:17][CH:16]=[CH:15][CH:14]=2)=[O:10])=[CH:4][CH:3]=1.C(=O)([O-])[O-].[K+].[K+].Br[CH2:26][C:27]([O:29][CH3:30])=[O:28]>CN(C)C=O>[CH3:30][O:29][C:27]([CH2:26][O:1][C:2]1[CH:3]=[CH:4][C:5]([CH2:8][C:9]([O:11][CH2:12][C:13]2[CH:14]=[CH:15][CH:16]=[CH:17][CH:18]=2)=[O:10])=[CH:6][CH:7]=1)=[O:28] |f:1.2.3|. Procedure: After stirring a suspension of 8.4 g (0.035 mol) of benzyl 4-hydroxy-phenylacetate and 4.8 g (0.035 mol) of dried potassium carbonate in 100 ml of dimethylformamide at room temperature for 45 minutes, 5.3 g (0.038 mol) of methyl bromoacetate are slowly added and the mixture is then heated at 80° C. for 5 hours, with further stirring. Thereafter, stirring is continued overnight at room temperature. The solid is filtered off and the mother liquor is concentrated to dryness under reduced pressure. ... Reaction SMILES: O[C:2]1[CH:3]=[N:4][CH:5]=[CH:6][CH:7]=1.[CH3:8][N:9]([CH3:13])[C:10](Cl)=[S:11].CCOCC>CN(C=O)C>[CH3:8][N:9]([CH3:13])[C:10]([C:2]1[CH:3]=[N:4][CH:5]=[CH:6][CH:7]=1)=[S:11]. Reactants: OC=1C=NC=CC1 (3-hydroxypyridine), 1,1-diazabicyclo[2.2.2]octane, CN(C(=S)Cl)C (dimethylthiocarbamoyl chloride), CCOCC (ether). The yield is 65.7%. Procedure details: To a solution in DMF (50 mL) of 3-hydroxypyridine (4.76 g, 50 mmol) was added 1,1-diazabicyclo[2.2.2]octane (6.80 g, 150 mmol) and dimethylthiocarbamoyl chloride (18.5 g, 150 mmol) and the reaction mixture was stirred for 0.5 hours at ambient temperature and 18 hours at 55° C. The reaction mixture was cooled to ambient temperature and poured into ether. The ethereal solution was washed with aqueous 2N sodium hydroxide (2×), water (2×) and brine, dried, filtered and concentrated in vacuo. Chromat... Conditions: temperature 55 celsius, time 18 hour. The solvent is CN(C)C=O (DMF). The product is CN(C(=S)C=1C=NC=CC1)C (3-dimethylthiocarbamoylpyridine). The reactants are NC1=NC(=C2N=CN(C2=N1)[C@H]1[C@@H](O)[C@H](O)[C@H](O1)CO)OC (2-Amino-6-methoxy-9-β-D-arabinofuranosyl-9H-purine), C(CCCC)(=O)OCC(Cl)(Cl)Cl (trichloroethyl valerate), C(CCCC)(=O)OCC(Cl)(Cl)Cl (Trichloroethyl valerate), C(CCCC)(=O)Cl (valeryl chloride), C(C(Cl)Cl)(O)Cl (trichloroethanol). Run in N1=CC=CC=C1 (pyridine), O (H2O), N1=CC=CC=C1 (pyridine). Reaction conditions: temperature 40 celsius, time 24 hour. Yields the product NC1=NC(=C2N=CN(C2=N1)[C@H]1[C@@H](O)[C@H](O)[C@H](O1)COC(CCCC)=O)OC (2-Amino-6-methoxy-9-(5-O-valeryl-β-D-arabinofuranosyl)-9H-purine). Reaction SMILES: [NH2:1][C:2]1[N:10]=[C:9]2[C:5]([N:6]=[CH:7][N:8]2[C@@H:11]2[O:17][C@H:16]([CH2:18][OH:19])[C@@H:14]([OH:15])[C@@H:12]2[OH:13])=[C:4]([O:20][CH3:21])[N:3]=1.[C:22](OCC(Cl)(Cl)Cl)(=[O:27])[CH2:23][CH2:24][CH2:25][CH3:26].C(Cl)(=O)CCCC.C(Cl)(O)C(Cl)Cl>N1C=CC=CC=1.O>[NH2:1][C:2]1[N:10]=[C:9]2[C:5]([N:6]=[CH:7][N:8]2[C@@H:11]2[O:17][C@H:16]([CH2:18][O:19][C:22](=[O:27])[CH2:23][CH2:24][CH2:25][CH3:26])[C@@H:14]([OH:15])[C@@H:12]2[OH:13])=[C:4]([O:20][CH3:21])[N:3]=1. Reported procedure: 2-Amino-6-methoxy-9-β-D-arabinofuranosyl-9H-purine (1.0 g, 3.2 mmol) was suspended in 40 ml of pyridine that contained 300 μL of H2O and 2.0 mL of trichloroethyl valerate (Trichloroethyl valerate was synthesized by addition of 36 g of valeryl chloride (Aldrich) over 30 minutes to 45 g of trichloroethanol (Aldrich) in 50 mL of pyridine at 0° C. The product was purified by successive washing with 2×250 ml aliquots of H2O, 5% NaHCO3, and H2O. 1H-NMR (200 MHz, CDCl3): δ4.74 (s, 2H, Cl3CH2 --), 2.48 ... Starting materials: COc1ccc(CCC(=O)c2cccc(OCC(=O)OC(C)(C)C)c2)cc1OC, C1CCOC1. The product is COc1ccc(CCC(O)c2cccc(OCC(=O)OC(C)(C)C)c2)cc1OC. Reaction SMILES: [C:1]([CH3:2])([CH3:3])([CH3:4])[O:5][C:6](=[O:7])[CH2:8][O:9][c:10]1[cH:11][c:12]([C:16]([CH2:17][CH2:18][c:19]2[cH:20][c:21]([O:27][CH3:28])[c:22]([O:25][CH3:26])[cH:23][cH:24]2)=[O:29])[cH:13][cH:14][cH:15]1.[CH2:30]1[O:31][CH2:32][CH2:33][CH2:34]1>>[C:1]([CH3:2])([CH3:3])([CH3:4])[O:5][C:6](=[O:7])[CH2:8][O:9][c:10]1[cH:11][c:12]([CH:16]([CH2:17][CH2:18][c:19]2[cH:20][c:21]([O:27][CH3:28])[c:22]([O:25][CH3:26])[cH:23][cH:24]2)[OH:29])[cH:13][cH:14][cH:15]1. Reactants: ClC1=CC=CC(=N1)N1CCNCC1 (1-(6-chloro-2-pyridinyl)piperazine), C[O-].[Na+] (NaOMe), CN(C)C=O (DMF). Run at temperature 100 celsius. The product is COC1=CC=CC(=N1)N1CCN(CC1)C=O (4-(6-methoxy-2-pyridinyl)1-piperazinecarboxaldehyde). Isolated yield 81.0%. As a reaction SMILES: Cl[C:2]1[N:7]=[C:6]([N:8]2[CH2:13][CH2:12][NH:11][CH2:10][CH2:9]2)[CH:5]=[CH:4][CH:3]=1.[CH3:14][O-:15].[Na+].CN([CH:20]=[O:21])C>>[CH3:14][O:15][C:2]1[N:7]=[C:6]([N:8]2[CH2:13][CH2:12][N:11]([CH:20]=[O:21])[CH2:10][CH2:9]2)[CH:5]=[CH:4][CH:3]=1 |f:1.2|. Procedure: A mixture of 1-(6-chloro-2-pyridinyl)piperazine (6.0 g) and NaOMe (16.42 g) in DMF (25 mL,) was heated at 100° C. under nitrogen atmosphere for 20 h. The excess DMF was then removed under reduced pressure. Water (5 mL) was added to the residue and the mixture extracted with CH2Cl2. The combined organic layers were washed with sat. NaCl solution, dried with anhydrous MgSO4, filtered and concentrated under reduced pressure. Silica gel chromatography (CH2Cl2 /MeOH; 98:2) of the concentrate yielded ... Run at time 10 minute. The yield is 57.0%. The reactants are C(C)(=O)OCC (ethyl acetate), C(C1=CC=CC=C1)OC=1C(C=C(OC1)C=O)=O (5-benzyloxy-4-oxo-4H-pyran-2-carbaldehyde), [F-].[Cs+] (caesium fluoride), C[Si](C(F)(F)F)(C)C (trimethyl(trifluoromethyl)silane). The solvent is hexanes, O1CCCC1 (tetrahydrofuran). Yields the product C(C1=CC=CC=C1)OC=1C(C=C(OC1)C(C(F)(F)F)O)=O (5-Benzyloxy-2-(2,2,2-trifluoro-1-hydroxy-ethyl)-pyran-4-one). Reaction SMILES: [CH2:1]([O:8][C:9]1[C:10](=[O:17])[CH:11]=[C:12]([CH:15]=[O:16])[O:13][CH:14]=1)[C:2]1[CH:7]=[CH:6][CH:5]=[CH:4][CH:3]=1.C[Si](C)(C)[C:20]([F:23])([F:22])[F:21].[F-].[Cs+].C(OCC)(=O)C>O1CCCC1>[CH2:1]([O:8][C:9]1[C:10](=[O:17])[CH:11]=[C:12]([CH:15]([OH:16])[C:20]([F:23])([F:22])[F:21])[O:13][CH:14]=1)[C:2]1[CH:3]=[CH:4][CH:5]=[CH:6][CH:7]=1 |f:2.3|. Procedure details: The entire experiment was performed under an inert atmosphere by bubbling argon gas into the ice-salt cooled reaction mixture. To a cloudy solution of 5-benzyloxy-4-oxo-4H-pyran-2-carbaldehyde (5.00 g, 21.7 mmol) in dry tetrahydrofuran (185 mL) previously purged with argon for 35 min was added trimethyl(trifluoromethyl)silane (10.8 g, 76.0 mmol) dropwise, followed by caesium fluoride (0.34 g, 2.2 mmol). The color of the reaction mixture turned to yellow and almost clear within a min. TLC was use...